From a dataset of the Open Reaction Database (ORD), a public repository of structured organic reaction records. describe an organic reaction: reactants, conditions, products, and yield Reactants: O=C([O-])[O-], CCc1nc2ccccc2[nH]1, Cn1c(CCN2CCC(F)(F)CC2)nc2c(N3CCOCC3)nc(Cl)nc21, [Cs+], [Cs+], C1COCCO1, O=C(C=Cc1ccccc1)C=Cc1ccccc1, O=C(C=Cc1ccccc1)C=Cc1ccccc1, O=C(C=Cc1ccccc1)C=Cc1ccccc1, [Pd], [Pd]. Product: CCc1nc2ccccc2n1-c1nc(N2CCOCC2)c2nc(CCN3CCC(F)(F)CC3)n(C)c2n1. RXN SMILES: [C:39](=[O:40])([O-:41])[O-:42].[CH2:28]([CH3:29])[c:30]1[nH:31][c:32]2[c:33]([n:34]1)[cH:35][cH:36][cH:37][cH:38]2.[Cl:1][c:2]1[n:3][c:4]([N:22]2[CH2:23][CH2:24][O:25][CH2:26][CH2:27]2)[c:5]2[n:6][c:7]([CH2:12][CH2:13][N:14]3[CH2:15][CH2:16][C:17]([F:20])([F:21])[CH2:18][CH2:19]3)[n:8]([CH3:11])[c:9]2[n:10]1.[Cs+:43].[Cs+:44].[O:45]1[CH2:46][CH2:47][O:48][CH2:49][CH2:50]1.[O:53]=[C:54]([CH:55]=[CH:56][c:57]1[cH:58][cH:59][cH:60][cH:61][cH:62]1)[CH:63]=[CH:64][c:65]1[cH:66][cH:67][cH:68][cH:69][cH:70]1.[O:71]=[C:72]([CH:73]=[CH:74][c:75]1[cH:76][cH:77][cH:78][cH:79][cH:80]1)[CH:81]=[CH:82][c:83]1[cH:84][cH:85][cH:86][cH:87][cH:88]1.[O:89]=[C:90]([CH:91]=[CH:92][c:93]1[cH:94][cH:95][cH:96][cH:97][cH:98]1)[CH:99]=[CH:100][c:101]1[cH:102][cH:103][cH:104][cH:105][cH:106]1.[Pd:51].[Pd:52]>>[c:2]1(-[n:31]2[c:30]([CH2:28][CH3:29])[n:34][c:33]3[c:32]2[cH:38][cH:37][cH:36][cH:35]3)[n:3][c:4]([N:22]2[CH2:23][CH2:24][O:25][CH2:26][CH2:27]2)[c:5]2[n:6][c:7]([CH2:12][CH2:13][N:14]3[CH2:15][CH2:16][C:17]([F:20])([F:21])[CH2:18][CH2:19]3)[n:8]([CH3:11])[c:9]2[n:10]1. Starting materials: COC(=O)CBr, O=C([O-])[O-], [K+], [K+], CN(C)C=O, O, O=C(CN1C(=O)COc2c(O)cccc21)NC(c1ccccc1)c1ccccc1. Product: COC(=O)COc1cccc2c1OCC(=O)N2CC(=O)NC(c1ccccc1)c1ccccc1. Reaction SMILES: [Br:36][CH2:37][C:38](=[O:39])[O:40][CH3:41].[C:30](=[O:31])([O-:32])[O-:33].[K+:34].[K+:35].[O:43]=[CH:44][N:45]([CH3:46])[CH3:47].[OH2:42].[c:1]1([CH:7]([NH:8][C:9]([CH2:10][N:11]2[C:12](=[O:22])[CH2:13][O:14][c:15]3[c:16]2[cH:17][cH:18][cH:19][c:20]3[OH:21])=[O:23])[c:24]2[cH:25][cH:26][cH:27][cH:28][cH:29]2)[cH:2][cH:3][cH:4][cH:5][cH:6]1>>[c:1]1([CH:7]([NH:8][C:9]([CH2:10][N:11]2[C:12](=[O:22])[CH2:13][O:14][c:15]3[c:16]2[cH:17][cH:18][cH:19][c:20]3[O:21][CH2:37][C:38](=[O:39])[O:40][CH3:41])=[O:23])[c:24]2[cH:25][cH:26][cH:27][cH:28][cH:29]2)[cH:2][cH:3][cH:4][cH:5][cH:6]1.